From a dataset of the Open Reaction Database (ORD), a public repository of structured organic reaction records. describe an organic reaction: reactants, conditions, products, and yield Starting materials: ClC=1C=C(C(=O)OO)C=CC1 (m-chloroperoxybenzoic acid), COC1=C(C=CC(=C1)SC)C=1NC2=C(C=NC=C2)N1 (2-(2-methoxy-4-methylmercaptophenyl)imidazo[4,5-c]pyridine). Run in C(Cl)(Cl)Cl (chloroform), C(Cl)(Cl)Cl (chloroform). Conditions: temperature 0 celsius, time 8 hour. Product: COC1=C(C=CC(=C1)S(=O)C)C=1NC2=C(C=NC=C2)N1 (2-(2-methoxy-4-methylsulfinylphenyl)imidazo[4,5-c]pyridine). Isolated yield 51.0%. As a reaction SMILES: ClC1C=C(C=CC=1)C(OO)=[O:6].[CH3:12][O:13][C:14]1[CH:19]=[C:18]([S:20][CH3:21])[CH:17]=[CH:16][C:15]=1[C:22]1[NH:23][C:24]2[CH:29]=[CH:28][N:27]=[CH:26][C:25]=2[N:30]=1>C(Cl)(Cl)Cl>[CH3:12][O:13][C:14]1[CH:19]=[C:18]([S:20]([CH3:21])=[O:6])[CH:17]=[CH:16][C:15]=1[C:22]1[NH:23][C:24]2[CH:29]=[CH:28][N:27]=[CH:26][C:25]=2[N:30]=1. Procedure details: A solution of 911 mg. (4.22 mmoles) of m-chloroperoxybenzoic acid in 50 ml. of chloroform was added in a dropwise fashion to a solution of 1.15 gm. (4.23 mmoles) 2-(2-methoxy-4-methylmercaptophenyl)imidazo[4,5-c]pyridine in 150 ml. of chloroform at 0° C. The reaction was stirred overnight at 0° C., washed with dilute aqueous sodium bicarbonate, and the solvent removed in vacuo. The residue was flash chromatographed over silica gel using dichloromethane/methanol (9:1) affording 620 mg. (51% yield... Starting materials: C([O-])(O)=O.[Na+] (sodium bicarbonate), C(C(C(C(C(C=O)O)O)O)O)OP(=O)(O)O.[Ba] (G-6-P), C=1N=C(C2=C(N1)N(C=N2)[C@H]3[C@@H]([C@@H]([C@H](O3)COP(=O)(O)OP(=O)(O)OC[C@@H]4[C@H]([C@H]([C@@H](O4)N5C=CCC(=C5)C(=O)N)O)O)O)O)N (NADH), methyl ester diglycolate, ester, II (iodine). Product: C([C@@H]1[C@H]([C@@H]([C@H]([C@@H](O1)O)O)O)O)OP(=O)(O)O (Glucose-6-Phosphate). Run at time 4 hour. Procedure details: Following the procedure described above, 10mg of the T4 methyl ester diglycolate in 0.52ml dry DMF was reacted with 1.3mg NHS and 2.3mg ECDI. To 8.7mg G-6-PDH (0.08μ mole) in 1.65ml 1mg/ml sodium bicarbonate was added 5mg G-6-P and 12.5mg NADH, followed by 0.335ml DMF, followed by 9.5μmole ester prepared above in 0.215ml DMF. In 4 hours, a 47% loss in activity was observed. The hapten number was found to be 12 by UV and 13.2 by iodine analysis. As a reaction SMILES: C(=O)(O)[O-].[Na+].[CH2:6]([O:17][P:18]([OH:21])([OH:20])=[O:19])[CH:7]([OH:16])[CH:8]([OH:15])[CH:9]([OH:14])[CH:10]([OH:13])[CH:11]=[O:12].[Ba].C1N=C(N)C2N=CN([C@@H]3O[C@H](COP(OP(OC[C@H]4O[C@@H](N5C=C(C(N)=O)CC=C5)[C@H](O)[C@@H]4O)(O)=O)(O)=O)[C@@H](O)[C@H]3O)C=2N=1.II>CN(C=O)C>[CH2:6]([O:17][P:18]([OH:21])([OH:20])=[O:19])[C@H:7]1[O:16][C@@H:11]([OH:12])[C@H:10]([OH:13])[C@@H:9]([OH:14])[C@@H:8]1[OH:15] |f:0.1,2.3|. Solvent: CN(C)C=O (DMF), CN(C)C=O (DMF), CN(C)C=O (DMF). The reactants are C1(=CC=CC=C1)P(C1=CC=CC=C1)C1=CC=CC=C1 (triphenylphosphine), BrBr (bromine), OCC=1C=C(C=CC1)N(S(=O)(=O)CC)CC=1C=NC=CC1 (N-(3-hydroxymethylphenyl)-N-(ethylsulfonyl)pyrid-3-ylmethylamine). Conditions: time 15 minute. Yields the product BrCC=1C=C(C=CC1)N(S(=O)(=O)CC)CC=1C=NC=CC1 (N-(3-(Bromomethyl)phenyl)-N-(ethanesulfonyl)pyrid-3-ylmethylamine). RXN SMILES: C1(P(C2C=CC=CC=2)C2C=CC=CC=2)C=CC=CC=1.[Br:20]Br.O[CH2:23][C:24]1[CH:25]=[C:26]([N:30]([CH2:36][C:37]2[CH:38]=[N:39][CH:40]=[CH:41][CH:42]=2)[S:31]([CH2:34][CH3:35])(=[O:33])=[O:32])[CH:27]=[CH:28][CH:29]=1>>[Br:20][CH2:23][C:24]1[CH:25]=[C:26]([N:30]([CH2:36][C:37]2[CH:38]=[N:39][CH:40]=[CH:41][CH:42]=2)[S:31]([CH2:34][CH3:35])(=[O:33])=[O:32])[CH:27]=[CH:28][CH:29]=1. Reported procedure: Resin-supported triphenylphosphine (1.6 g, 3 mmol per gram resin) was dispersed on dichloromethane. At 0° C., bromine (0.850 g, 5.3 mmol) solution was added dropwise to the resin. And the mixture was stirred for 15 min, followed by dropping a solution of N-(3-hydroxymethylphenyl)-N-(ethylsulfonyl)pyrid-3-ylmethylamine (0.930 g, 3 mmol). After 1 h, the resin was filtered and washed with CHCl3. Evaporation afforded the title compound. 1H NMR:, 8.81 (s,1H), 8.68 (d,1H, J=5.4 Hz), 8.47 (d,1H,J=8.3 H... Run at time 30 minute. RXN SMILES: Cl.[CH3:2][O:3][C:4]1[CH:9]=[CH:8][C:7]([C:10]2[N:11]=[C:12]([C:23]([N:25]3[CH2:30][CH2:29][NH:28][CH2:27][CH2:26]3)=[O:24])[S:13][C:14]=2[C:15]2[CH:20]=[CH:19][C:18]([O:21][CH3:22])=[CH:17][CH:16]=2)=[CH:6][CH:5]=1.[C:31](=[O:34])([O-])O.[Na+].Cl[CH2:37]Cl>>[C:31]([N:28]1[CH2:27][CH2:26][N:25]([C:23]([C:12]2[S:13][C:14]([C:15]3[CH:16]=[CH:17][C:18]([O:21][CH3:22])=[CH:19][CH:20]=3)=[C:10]([C:7]3[CH:6]=[CH:5][C:4]([O:3][CH3:2])=[CH:9][CH:8]=3)[N:11]=2)=[O:24])[CH2:30][CH2:29]1)(=[O:34])[CH3:37] |f:0.1,2.3|. Reported procedure: A mixture of 4,5-bis(4methyoxyphenyl)-2-piperazin-1-ylcarbonylthiazole hydrochloride (0.40 g) in dichloromethane (30 ml) was added to a saturated aqueous solution of sodium hydrogencarbonate, and extracted with dichloromethane. The separated organic layer was washed with brine and dried over magnesium sulfate. After filtration, the filtrate was evaporated in vacuo. The resulting residue was dissolved in a mixture of dichloromethane (10 ml) and triethylamine (0.14 ml). To the mixture was added dr... Product: C(C)(=O)N1CCN(CC1)C(=O)C=1SC(=C(N1)C1=CC=C(C=C1)OC)C1=CC=C(C=C1)OC (2-(4acetylpiperazin-1-yl)carbonyl-4,5-bis(4methoxyphenyl)thiazole). The reactants are Cl.COC1=CC=C(C=C1)C=1N=C(SC1C1=CC=C(C=C1)OC)C(=O)N1CCNCC1 (4,5-bis(4methyoxyphenyl)-2-piperazin-1-ylcarbonylthiazole hydrochloride), ClCCl (dichloromethane), C(O)([O-])=O.[Na+] (sodium hydrogencarbonate). Reactants: CN1C(N(CC1)C)C=1SC=CC1 (1,3-Dimethyl-2-(2-thienyl)imidazolidine), ICC (iodoethane), O1CCCC1 (tetrahydrofuran), CN(CCN(C)C)C (N,N,N',N'-tetramethylethylenediamine), C(CCC)[Li] (n-butyllithium). Run at temperature -78 celsius, time 2 hour. The product is C(C)C1=CC=C(S1)C=O (5-ethyl-2-thiophenecarbaldehyde). Reaction SMILES: CN1CCN(C)C1[C:8]1[S:9]C=[CH:11][CH:12]=1.CN(C)CCN(C)C.C([Li])CCC.ICC.[O:29]1[CH2:33][CH2:32][CH2:31][CH2:30]1>>[CH2:12]([C:8]1[S:9][C:31]([CH:30]=[O:29])=[CH:32][CH:33]=1)[CH3:11]. Procedure: 1,3-Dimethyl-2-(2-thienyl)imidazolidine (5.46 g) (synthesized in accordance with the method described in Tetrahedron, 41, 3803 (1985)) and N,N,N',N'-tetramethylethylenediamine (4.7 ml) were dissolved in tetrahydrofuran (150 ml). The mixture was cooled to -78° C., and n-butyllithium (1.6M in hexane, 19.5 ml) was slowly added dropwise. The mixture was stirred at the same temperature for 2 hours, and iodoethane (2.4 ml) was added. The mixture was slowly heated to room temperature and then stirred f... Starting materials: CCO, O=[N+]([O-])c1ccc(OCCn2ccnc2)cc1. The product is Nc1ccc(OCCn2ccnc2)cc1. RXN SMILES: [CH3:18][CH2:19][OH:20].[N+:1]([O-:2])(=[O:3])[c:4]1[cH:5][cH:6][c:7]([O:8][CH2:9][CH2:10][n:11]2[cH:12][n:13][cH:14][cH:15]2)[cH:16][cH:17]1>>[NH2:1][c:4]1[cH:5][cH:6][c:7]([O:8][CH2:9][CH2:10][n:11]2[cH:12][n:13][cH:14][cH:15]2)[cH:16][cH:17]1.